describe an organic reaction: reactants, conditions, products, and yield From a dataset of the Open Reaction Database (ORD), a public repository of structured organic reaction records. Product: Cc1ccc(C(O)C2C(c3ccccc3)CC(=O)N2C)s1. Reaction SMILES: [Br:1][c:2]1[s:3][c:4]([CH3:7])[cH:5][cH:6]1.[CH2:26]1[O:27][CH2:28][CH2:29][CH2:30]1.[CH:9](=[O:10])[CH:11]1[CH:12]([c:18]2[cH:19][cH:20][cH:21][cH:22][cH:23]2)[CH2:13][C:14](=[O:17])[N:15]1[CH3:16].[Cl-:24].[Mg:8].[NH4+:25]>>[c:2]1([CH:9]([OH:10])[CH:11]2[CH:12]([c:18]3[cH:19][cH:20][cH:21][cH:22][cH:23]3)[CH2:13][C:14](=[O:17])[N:15]2[CH3:16])[s:3][c:4]([CH3:7])[cH:5][cH:6]1. Starting materials: Cc1ccc(Br)s1, C1CCOC1, CN1C(=O)CC(c2ccccc2)C1C=O, [Cl-], [Mg], [NH4+]. Starting materials: C(C)(C)(C)[Si](N1C=CC2=CC=CC(=C12)OC)(C)C (1-(tert-butyl-dimethyl-silanyl)-7-methoxy-1H-indole), CCCC[N+](CCCC)(CCCC)CCCC.[F-] (TBAF), ClC1=NC(=NC=C1)NC1CC(NC(C1)(C)C)(C)C ((4-chloro-pyrimidin-2-yl)-(2,2,6,6-tetramethyl-piperidin-4-yl)-amine), TBDMS. The product is COC=1C=CC=C2C(=CNC12)C1=NC(=NC=C1)NC1CC(NC(C1)(C)C)(C)C ([4-(7-Methoxy-1H-indol-3-yl)-pyrimidin-2-yl]-(2,2,6,6-tetramethyl-piperidin-4-yl)-amine). RXN SMILES: C([Si](C)(C)[N:6]1[C:14]2[C:9](=[CH:10][CH:11]=[CH:12][C:13]=2[O:15][CH3:16])[CH:8]=[CH:7]1)(C)(C)C.Cl[C:20]1[CH:25]=[CH:24][N:23]=[C:22]([NH:26][CH:27]2[CH2:32][C:31]([CH3:34])([CH3:33])[NH:30][C:29]([CH3:36])([CH3:35])[CH2:28]2)[N:21]=1.CCCC[N+](CCCC)(CCCC)CCCC.[F-]>>[CH3:16][O:15][C:13]1[CH:12]=[CH:11][CH:10]=[C:9]2[C:14]=1[NH:6][CH:7]=[C:8]2[C:24]1[CH:25]=[CH:20][N:21]=[C:22]([NH:26][CH:27]2[CH2:32][C:31]([CH3:34])([CH3:33])[NH:30][C:29]([CH3:36])([CH3:35])[CH2:28]2)[N:23]=1 |f:2.3|. Reported procedure: The title compound was prepared as described in Example 215, starting from 1-(tert-butyl-dimethyl-silanyl)-7-methoxy-1H-indole (prepared by TBDMS protection of 7-methoxy-1H-indole) and (4-chloro-pyrimidin-2-yl)-(2,2,6,6-tetramethyl-piperidin-4-yl)-amine, followed by in situ cleavage of the TBDMS protecting group with catalytic amounts of TBAF. Yield: 660 mg (93%). Reaction SMILES: [CH3:30][NH:31][CH3:32].[Cl:33][CH2:34][CH2:35][Cl:36].[O:1]([c:2]1[cH:3][cH:4][cH:5][cH:6][cH:7]1)[CH2:8][CH2:9][S:10][CH2:11][c:12]1[n:13][n:14][c:15](-[c:17]2[cH:18][cH:19][c:20](-[c:23]3[n:24][o:25][c:26]([CH:28]=[O:29])[cH:27]3)[cH:21][cH:22]2)[o:16]1>>[O:1]([c:2]1[cH:3][cH:4][cH:5][cH:6][cH:7]1)[CH2:8][CH2:9][S:10][CH2:11][c:12]1[n:13][n:14][c:15](-[c:17]2[cH:18][cH:19][c:20](-[c:23]3[n:24][o:25][c:26]([CH2:28][N:31]([CH3:30])[CH3:32])[cH:27]3)[cH:21][cH:22]2)[o:16]1. Reactants: CNC, ClCCCl, O=Cc1cc(-c2ccc(-c3nnc(CSCCOc4ccccc4)o3)cc2)no1. Yields the product CN(C)Cc1cc(-c2ccc(-c3nnc(CSCCOc4ccccc4)o3)cc2)no1. Reactants: O=C(O)C1CC1, [Cl-], ClCCl, Nc1ccc(F)nc1, c1ccncc1. Yields the product O=C(Nc1ccc(F)nc1)C1CC1. As a reaction SMILES: [CH:16]1([C:19](=[O:20])[OH:21])[CH2:17][CH2:18]1.[Cl-:15].[Cl:22][CH2:23][Cl:24].[NH2:1][c:2]1[cH:3][cH:4][c:5]([F:8])[n:6][cH:7]1.[cH:9]1[cH:10][cH:11][n:12][cH:13][cH:14]1>>[NH:1]([c:2]1[cH:3][cH:4][c:5]([F:8])[n:6][cH:7]1)[C:19]([CH:16]1[CH2:17][CH2:18]1)=[O:20]. As a reaction SMILES: Br[C:2]1[C:11]([O:12][CH3:13])=[CH:10][CH:9]=[CH:8][C:3]=1[C:4]([O:6][CH3:7])=[O:5].[CH2:14]([OH:18])[CH2:15][C:16]#[CH:17]>C(N(CC)CC)C.Cl[Pd](Cl)([P](C1C=CC=CC=1)(C1C=CC=CC=1)C1C=CC=CC=1)[P](C1C=CC=CC=1)(C1C=CC=CC=1)C1C=CC=CC=1.[Cu]I>[OH:18][CH2:14][CH2:15][C:16]#[C:17][C:2]1[C:11]([O:12][CH3:13])=[CH:10][CH:9]=[CH:8][C:3]=1[C:4]([O:6][CH3:7])=[O:5] |^1:28,47|. Product: OCCC#CC1=C(C(=O)OC)C=CC=C1OC (methyl 2-(4-hydroxybut-1-yn-1-yl)-3-(methyloxy)benzoate). Reactants: BrC1=C(C(=O)OC)C=CC=C1OC (methyl 2-bromo-3-methoxybenzoate), C(CC#C)O (3-butyn-1-ol). Isolated yield 14.7%. Reported procedure: A mixture of methyl 2-bromo-3-methoxybenzoate (0.4 g, 1.63 mmol), Pd(PPh3)2Cl2 (0.057 g, 0.082 mmol), copper (I) iodide (0.031 g, 0.16 mmol) and 3-butyn-1-ol (0.173 ml, 2.28 mmol) were stirred in trietylamine (5 ml) at 80° C. for 20 h. The solvent was concentrated under vacuum, and the residue was partitioned between ethyl acetate (15 ml) and water (5 ml). The organic layer was dried over sodium sulfate, filtered and concentrated. The residue was purified by silica gel column chromatography usin... Reagents/catalysts: Cl[Pd]([P](C1=CC=CC=C1)(C2=CC=CC=C2)C3=CC=CC=C3)([P](C4=CC=CC=C4)(C5=CC=CC=C5)C6=CC=CC=C6)Cl (Pd(PPh3)2Cl2), [Cu]I (copper (I) iodide). Solvent: C(C)N(CC)CC (trietylamine). As a reaction SMILES: [CH3:1][O:2][C:3]1[CH:11]=[C:10](Br)[CH:9]=[C:8]2[C:4]=1[CH:5]=[CH:6][NH:7]2.[CH2:13]([O:15][C:16](=[O:25])[CH:17]=[CH:18][C:19]1[CH:24]=[CH:23][CH:22]=[CH:21][N:20]=1)[CH3:14].C(OC(=O)C=C(C1C=CC=C2C=1C(C#N)=CN2)C1C=CC=CC=1)C>>[CH2:13]([O:15][C:16](=[O:25])[CH:17]=[C:18]([C:10]1[CH:9]=[C:8]2[C:4]([CH:5]=[CH:6][NH:7]2)=[C:3]([O:2][CH3:1])[CH:11]=1)[C:19]1[CH:24]=[CH:23][CH:22]=[CH:21][N:20]=1)[CH3:14]. Reactants: COC1=C2C=CNC2=CC(=C1)Br (4-methoxy-6-bromo-1H-indole), C(C)OC(C=CC1=NC=CC=C1)=O (3-pyridin-2-yl-acrylic acid ethyl ester), C(C)OC(C=C(C1=CC=CC=C1)C1=C2C(=CNC2=CC=C1)C#N)=O (3-(3-Cyano-1H-Indol-4-yl)-3-phenyl-acrylic acid ethyl ester). Reported procedure: 3-(4-Methoxy-1H-indol-6-yl)-3-pyridin-2-yl-acrylic acid ethyl ester CLXXIV was prepared from 4-methoxy-6-bromo-1H-indole and 3-pyridin-2-yl-acrylic acid ethyl ester using the procedure described for preparation of 3-(3-Cyano-1H-Indol-4-yl)-3-phenyl-acrylic acid ethyl ester LVIII (Example 14). The product is C(C)OC(C=C(C1=NC=CC=C1)C1=CC(=C2C=CNC2=C1)OC)=O (3-(4-Methoxy-1H-indol-6-yl)-3-pyridin-2-yl-acrylic acid ethyl ester). Starting materials: ClC=1C=C(C=C(C1)Cl)C(/C=C/C1=CC(=C(C(=O)NC2CSC2)C=C1)F)C(F)(F)F ((E)-4-(3-(3,5-dichlorophenyl)-4,4,4-trifluorobut-1-enyl)-2-fluoro-N-(thietan-3-yl)benzamide), OOS(=O)[O-].[K+] (oxone). Run in O (water), CC(=O)C.O (acetone water). As a reaction SMILES: [Cl:1][C:2]1[CH:3]=[C:4]([CH:9]([C:26]([F:29])([F:28])[F:27])/[CH:10]=[CH:11]/[C:12]2[CH:24]=[CH:23][C:15]([C:16]([NH:18][CH:19]3[CH2:22]S[CH2:20]3)=[O:17])=[C:14]([F:25])[CH:13]=2)[CH:5]=[C:6]([Cl:8])[CH:7]=1.O[O:31][S:32]([O-:34])=O.[K+]>CC(C)=O.O.O>[Cl:1][C:2]1[CH:3]=[C:4]([CH:9]([C:26]([F:29])([F:28])[F:27])/[CH:10]=[CH:11]/[C:12]2[CH:24]=[CH:23][C:15]([C:16]([NH:18][CH:19]3[CH2:22][S:32](=[O:34])(=[O:31])[CH2:20]3)=[O:17])=[C:14]([F:25])[CH:13]=2)[CH:5]=[C:6]([Cl:8])[CH:7]=1 |f:1.2,3.4|. The product is ClC=1C=C(C=C(C1)Cl)C(/C=C/C1=CC(=C(C(=O)NC2CS(C2)(=O)=O)C=C1)F)C(F)(F)F ((E)-4-(3-(3,5-Dichlorophenyl)-4,4,4-trifluorobut-1-en-1-yl)-N-(1,1-dioxidothietan-3-yl)-2-fluorobenzamide), solid. The yield is 66.0%. Procedure details: To a stirred solution of (E)-4-(3-(3,5-dichlorophenyl)-4,4,4-trifluorobut-1-enyl)-2-fluoro-N-(thietan-3-yl)benzamide (100 mg, 0.2159 mmol) in acetone/water (1:1, 5.0 mL) was added oxone (266 mg, 0.4319 mmol) and the resultant reaction mixture was stirred at ambient temperature for 4 h. The reaction mixture was diluted with water and extracted with EtOAc. The combined EtOAc layer was dried over anhydrous Na2SO4 and concentrated under reduced pressure. Purification by flash column chromatography (... Run at time 4 hour. Yields the product BrC1=C(C=CC(=C1)F)SC1=C(C=C(C=C1)F)Cl (1-Bromo-2-(2-chloro-4-fluoro-phenylsulfanyl)-5-fluoro-benzene). The reactants are ClC1=C(C=CC(=C1)F)S (2-chloro-4-fluoro-benzenethiol), BrC1=C(C=CC(=C1)F)I (2-bromo-4-fluoro-1-iodo-benzene). RXN SMILES: [Cl:1][C:2]1[CH:7]=[C:6]([F:8])[CH:5]=[CH:4][C:3]=1[SH:9].[Br:10][C:11]1[CH:16]=[C:15]([F:17])[CH:14]=[CH:13][C:12]=1I>>[Br:10][C:11]1[CH:16]=[C:15]([F:17])[CH:14]=[CH:13][C:12]=1[S:9][C:3]1[CH:4]=[CH:5][C:6]([F:8])=[CH:7][C:2]=1[Cl:1]. Procedure details: Prepared from 2-chloro-4-fluoro-benzenethiol and 2-bromo-4-fluoro-1-iodo-benzene.